From a dataset of the Open Reaction Database (ORD), a public repository of structured organic reaction records. describe an organic reaction: reactants, conditions, products, and yield Starting materials: C(#N)C=1C=C(C2=C(N=C(O2)C2=CC=C(C(=O)NCC3(CN(C(O3)=O)CC3=CC=C(C=C3)OC)C)C=C2)C1)C(C)C (4-(5-Cyano-7-isopropyl-1,3-benzoxazol-2-yl)-N-{[3-(4-methoxybenzyl)-5-methyl-2-oxo-1,3-oxazolidin-5-yl]methyl}benzamide), ceric ammonium nitrate. Solvent: C(C)#N (acetonitrile), O (water). Reaction conditions: time 15 hour. The product is C(#N)C=1C=C(C2=C(N=C(O2)C2=CC=C(C(=O)NCC3(CNC(O3)=O)C)C=C2)C1)C(C)C (4-(5-Cyano-7-isopropyl-1,3-benzoxazol-2-yl)-N-[(5-methyl-2-oxo-1,3-oxazolidin-5-yl)methyl]benzamide). Isolated yield 52.1%. As a reaction SMILES: [C:1]([C:3]1[CH:4]=[C:5]([CH:38]([CH3:40])[CH3:39])[C:6]2[O:10][C:9]([C:11]3[CH:36]=[CH:35][C:14]([C:15]([NH:17][CH2:18][C:19]4([CH3:34])[O:23][C:22](=[O:24])[N:21](CC5C=CC(OC)=CC=5)[CH2:20]4)=[O:16])=[CH:13][CH:12]=3)=[N:8][C:7]=2[CH:37]=1)#[N:2]>C(#N)C.O>[C:1]([C:3]1[CH:4]=[C:5]([CH:38]([CH3:40])[CH3:39])[C:6]2[O:10][C:9]([C:11]3[CH:36]=[CH:35][C:14]([C:15]([NH:17][CH2:18][C:19]4([CH3:34])[O:23][C:22](=[O:24])[NH:21][CH2:20]4)=[O:16])=[CH:13][CH:12]=3)=[N:8][C:7]=2[CH:37]=1)#[N:2]. Reported procedure: To a solution of 4-(5-cyano-7-isopropyl-1,3-benzoxazol-2-yl)-N-{[3-(4-methoxybenzyl)-5-methyl-2-oxo-1,3-oxazolidin-5-yl]methyl}benzamide (598 mg, EXAMPLE 65) in 18.0 ml of acetonitrile and 6.0 ml of water was added 1.52 g of ceric ammonium nitrate. The mixture was stirred at room temperature for 15 h, and then concentrated in vacuo. The residue was dissolved in 10 ml of dichloromethane and purified via column chromatography on a Biotage Horizon 65i column eluting with 0% ethyl acetate in hexanes... Starting materials: C(C(=O)Cl)(=O)Cl (oxalyl chloride), CN (methylamine), C(C)S(=O)(=O)CCCC12CCC(CC1)(CC2)C(=O)O (4-[3-(ethylsulfonyl)propyl]bicyclo[2.2.2]octane-1-carboxylic acid), CN (methylamine). Reagents/catalysts: CN(C)C=O (DMF). Solvent: C(Cl)Cl (methylene chloride). Reaction conditions: time 90 minute. Product: C(C)S(=O)(=O)CCCC12CCC(CC1)(CC2)C(=O)NC (4-[3-(ethylsulfonyl)propyl]-N-methylbicyclo[2.2.2]octane-1-carboxamide). Reaction SMILES: [CH2:1]([S:3]([CH2:6][CH2:7][CH2:8][C:9]12[CH2:16][CH2:15][C:12]([C:17]([OH:19])=O)([CH2:13][CH2:14]1)[CH2:11][CH2:10]2)(=[O:5])=[O:4])[CH3:2].C(Cl)(=O)C(Cl)=O.[CH3:26][NH2:27]>C(Cl)Cl.CN(C=O)C>[CH2:1]([S:3]([CH2:6][CH2:7][CH2:8][C:9]12[CH2:16][CH2:15][C:12]([C:17]([NH:27][CH3:26])=[O:19])([CH2:13][CH2:14]1)[CH2:11][CH2:10]2)(=[O:5])=[O:4])[CH3:2]. Procedure: Carboxylic acid 11-8 (3.0 g, 11 mmol) was dissolved in 50 mL of anhydrous methylene chloride under nitrogen atmosphere, treated with oxalyl chloride (2 M in methylene chloride, 16.2 mL, 32.4 mmol) and subsequently with 5 drops of DMF. The reaction was stirred at room temperature under nitrogen atmosphere for 90 min, then evaporated and placed under vacuum for 20 min. The acid chloride was dissolved in anhydrous methylene chloride (12 mL), cooled in an ice-bath, and then treated dropwise with a s... Starting materials: CC1=C(N)C=CC(=C1)F (2-methyl-4-fluoroaniline), CC=1C(=NC(=NC1C)N1C(C2=C(CC1)C=CS2)C)Cl (5,6-dimethyl-2-(7-methyl-4,5,6,7-tetrahydrothieno[2,3-c]pyridin-6-yl)-4-chloropyrimidine). Run in CN(C=O)C (dimethylformamide). The product is Cl.CC=1C(=NC(=NC1C)N1C(C2=C(CC1)C=CS2)C)NC2=C(C=C(C=C2)F)C (5,6-Dimethyl-4-(2-methyl-4-fluorophenylamino)-2-(7-methyl-4,5,6,7-tetrahydrothieno[2,3-c]pyridin-6-yl)pyrimidine hydrochloride). Yield: 23.9%. As a reaction SMILES: [CH3:1][C:2]1[CH:8]=[C:7]([F:9])[CH:6]=[CH:5][C:3]=1[NH2:4].[CH3:10][C:11]1[C:12]([Cl:28])=[N:13][C:14]([N:18]2[CH2:23][CH2:22][C:21]3[CH:24]=[CH:25][S:26][C:20]=3[CH:19]2[CH3:27])=[N:15][C:16]=1[CH3:17]>CN(C)C=O>[ClH:28].[CH3:10][C:11]1[C:12]([NH:4][C:3]2[CH:5]=[CH:6][C:7]([F:9])=[CH:8][C:2]=2[CH3:1])=[N:13][C:14]([N:18]2[CH2:23][CH2:22][C:21]3[CH:24]=[CH:25][S:26][C:20]=3[CH:19]2[CH3:27])=[N:15][C:16]=1[CH3:17] |f:3.4|. Reported procedure: After 2-methyl-4-fluoroaniline(0.3 ml, 3 mmol) was added to a mixture solution of 5,6-dimethyl-2-(7-methyl-4,5,6,7-tetrahydrothieno[2,3-c]pyridin-6-yl)-4-chloropyrimidine (0.4 g, 1.4 mmol) and dimethylformamide(10 ml), 0.14 g of the titled compound was obtained in accordance with the same procedure as in Step 4 of Example 57. Starting materials: C(C)(=O)C1=C(N=C(S1)N)C (5-acetyl-2-amino-4-methylthiazole), BrC1=CC(=C(C=C1F)S(=O)(=O)Cl)F (4-bromo-2,5-difluorobenzenesulfonyl chloride). The product is C(C)(=O)C1=C(N=C(S1)NS(=O)(=O)C1=C(C=C(C(=C1)F)Br)F)C (N-(5-Acetyl-4-methyl-1,3-thiazol-2-yl)-4-bromo-2,5-difluorobenzenesulfonamide), solid. Reaction SMILES: [C:1]([C:4]1[S:8][C:7]([NH2:9])=[N:6][C:5]=1[CH3:10])(=[O:3])[CH3:2].[Br:11][C:12]1[C:17]([F:18])=[CH:16][C:15]([S:19](Cl)(=[O:21])=[O:20])=[C:14]([F:23])[CH:13]=1>>[C:1]([C:4]1[S:8][C:7]([NH:9][S:19]([C:15]2[CH:16]=[C:17]([F:18])[C:12]([Br:11])=[CH:13][C:14]=2[F:23])(=[O:21])=[O:20])=[N:6][C:5]=1[CH3:10])(=[O:3])[CH3:2]. Procedure details: The title compound was prepared from 5-acetyl-2-amino-4-methylthiazole (42 mg) and 4-bromo-2,5-difluorobenzenesulfonyl chloride (79 mg) as described in the synthetic METHOD B to give a white solid (21.0 mg) with purty >90%: MS (pos) m/z 411.2, 413.2. Reactants: ClC1(CCCC1)C (1-chloro-1-methylcyclopentane), C1CCOC1 (THF), [Li] (lithium), 4,41-di-tert-butylbiphenyl, C1CCOC1 (THF). Run at temperature 0 celsius, time 8 hour. Yields the product ClC1(CCCC1)C (1-Chloro-1-methylcyclopentane), 15T, CC1(CCCC1)O (1-methylcyclopentanol), Cl (HCl). RXN SMILES: [Li].[Cl:2][C:3]1([CH3:8])[CH2:7][CH2:6][CH2:5][CH2:4]1.C1C[O:12]CC1>>[Cl:2][C:3]1([CH3:8])[CH2:7][CH2:6][CH2:5][CH2:4]1.[CH3:8][C:3]1([OH:12])[CH2:7][CH2:6][CH2:5][CH2:4]1.[ClH:2] |^1:0|. Procedure: To lithium sand (0.44 g, 63.0 mmol) in THF (100 mL) at 0° C. under argon was added 4,41-di-tert-butylbiphenyl (13.27 g, 51.0 mmol) and the resulting mixture was stirred at 0° C. overnight. The mixture was then cooled to −78° C. and 1-chloro-1-methylcyclopentane (3.0 g, 25.3 mmol) in THF (25 mL) was added. [1-Chloro-1-methylcyclopentane, a clear oil with b.p. 87-88° C./15T was obtained by the chlorination of 1-methylcyclopentanol with HCl gas.] This mixture was stirred for 15 min and the compound... The reactants are C(C)OC(=O)C1CC2=C(N(C=3C=CC(=CC23)OC)C)C1 (1,2,3,4-tetrahydro-4-methyl-7-methoxycyclopent[b]indole-2-carboxylic acid ethyl ester), C(C)N (ethylamine). Solvent: C(C)O (ethanol). Reaction conditions: temperature 90 celsius, time 5 day. Yields the product CN1C2=C(C=3C=C(C=CC13)OC)CC(C2)C(=O)NCC (1,2,3,4-Tetrahydro-4-methyl-7-methoxy-N-ethylcyclopent[b]indole-2-carboxylic acid amide). The yield is 47.7%. As a reaction SMILES: C(O[C:4]([CH:6]1[CH2:20][C:9]2[N:10]([CH3:19])[C:11]3[CH:12]=[CH:13][C:14]([O:17][CH3:18])=[CH:15][C:16]=3[C:8]=2[CH2:7]1)=[O:5])C.[CH2:21]([NH2:23])[CH3:22]>C(O)C>[CH3:19][N:10]1[C:11]2[CH:12]=[CH:13][C:14]([O:17][CH3:18])=[CH:15][C:16]=2[C:8]2[CH2:7][CH:6]([C:4]([NH:23][CH2:21][CH3:22])=[O:5])[CH2:20][C:9]1=2. Procedure details: In a 50 ml sealed tube was dissolved 1,2,3,4-tetrahydro-4-methyl-7-methoxycyclopent[b]indole-2-carboxylic acid ethyl ester (2.8 g, 0.01 mole)in 25 ml of ethanol. To this was added an aqueous solution of ethylamine (70% solution, 5 ml, 0.075 mole). After stirring at 90° C. for five days, the mixture was concentrated to a brown solid, (~3 g) which was eluted on a silica gel column with ethyl acetate/dichloromethane (1:2) via HPLC. The desired fractions were combined to yield 1.3 g of a white solid... The reactants are C(C1=CC=CC=C1)N1[C@@H]([C@H](OCC1)OCC1=CC(=CC(=C1)C(F)(F)F)C(F)(F)F)C1=CC=CC=C1 (4-benzyl-2-(S)-(3,5-bis(trifluoromethyl)benzyloxy)-3-(R)-phenylmorpholine). Reagents/catalysts: [Pd] (Pd/C). Run in C(C)O (ethanol), O (water). Run at time 36 hour. The product is FC(C=1C=C(CO[C@@H]2[C@H](NCCO2)C2=CC=CC=C2)C=C(C1)C(F)(F)F)(F)F (2-(S)-(3,5-bis(trifluoromethyl)benzyloxy)-3-(R)-phenylmorpholine). The yield is 69.6%. As a reaction SMILES: C([N:8]1[CH2:13][CH2:12][O:11][C@H:10]([O:14][CH2:15][C:16]2[CH:21]=[C:20]([C:22]([F:25])([F:24])[F:23])[CH:19]=[C:18]([C:26]([F:29])([F:28])[F:27])[CH:17]=2)[C@H:9]1[C:30]1[CH:35]=[CH:34][CH:33]=[CH:32][CH:31]=1)C1C=CC=CC=1>C(O)C.O.[Pd]>[F:29][C:26]([F:27])([F:28])[C:18]1[CH:17]=[C:16]([CH:21]=[C:20]([C:22]([F:23])([F:24])[F:25])[CH:19]=1)[CH2:15][O:14][C@H:10]1[O:11][CH2:12][CH2:13][NH:8][C@@H:9]1[C:30]1[CH:35]=[CH:34][CH:33]=[CH:32][CH:31]=1. Procedure details: A solution of 3.6 g (7.27 mmol) of 4-benzyl-2-(S)-(3,5-bis(trifluoromethyl)benzyloxy)-3-(R)-phenylmorpholine in 100 mL of ethanol and 5 mL of water, containing 0.72 g of 10% Pd/C was hydrogenated on a Parr apparatus for 36 h. The catalyst was filtered and thoroughly washed with EtOAc. The filtrate was concentrated and the residue was partitioned between water and EtOAc. The EtOAc layer was washed with brine, dried over Na2SO4, filtered and concentrated. The residue was purified by flash chromato...